From a dataset of the Open Reaction Database (ORD), a public repository of structured organic reaction records. describe an organic reaction: reactants, conditions, products, and yield Product: O=C(NC(=S)Nc1cc(I)cc(I)c1)c1ccccc1. As a reaction SMILES: [C:10]([c:11]1[cH:12][cH:13][cH:14][cH:15][cH:16]1)(=[O:17])[N:18]=[C:19]=[S:20].[CH3:21][C:22](=[O:23])[CH3:24].[I:1][c:2]1[cH:3][c:4]([NH2:5])[cH:6][c:7]([I:9])[cH:8]1>>[I:1][c:2]1[cH:3][c:4]([NH:5][C:19]([NH:18][C:10]([c:11]2[cH:12][cH:13][cH:14][cH:15][cH:16]2)=[O:17])=[S:20])[cH:6][c:7]([I:9])[cH:8]1. Reactants: O=C(N=C=S)c1ccccc1, CC(C)=O, Nc1cc(I)cc(I)c1. Reactants: CC#CCOc1ccc(S(=O)(=O)N2CCSC(C)(C)C2C(=O)O)cc1, CC#CCOc1ccc(S(=O)(=O)Cl)cc1. Product: CC1(C)SCCN(S(=O)(=O)c2ccc(O)cc2)C1C(=O)O. As a reaction SMILES: [CH2:1]([C:2]#[C:3][CH3:4])[O:5][c:6]1[cH:7][cH:8][c:9]([S:12](=[O:13])(=[O:14])[N:15]2[CH:16]([C:23](=[O:24])[OH:25])[C:17]([CH3:21])([CH3:22])[S:18][CH2:19][CH2:20]2)[cH:10][cH:11]1.[CH2:26]([O:27][c:28]1[cH:29][cH:30][c:31]([S:32]([Cl:33])(=[O:34])=[O:35])[cH:36][cH:37]1)[C:38]#[C:39][CH3:40]>>[OH:5][c:6]1[cH:7][cH:8][c:9]([S:12](=[O:13])(=[O:14])[N:15]2[CH:16]([C:23](=[O:24])[OH:25])[C:17]([CH3:21])([CH3:22])[S:18][CH2:19][CH2:20]2)[cH:10][cH:11]1.